Dataset: the Open Reaction Database (ORD), a public repository of structured organic reaction records. Task: describe an organic reaction: reactants, conditions, products, and yield Starting materials: O.NN (Hydrazine hydrate), ClC1=CC(NC(N1CC(C)C)=O)=O (6-chloro-1-isobutylpyrimidine-2,4(1H,3H)-dione). Solvent: C(C)O (ethanol), Heterocycles. Product: N(N)C1=CC(NC(N1CC(C)C)=O)=O (6-hydrazino-1-isobutylpyrimidine-2,4(1H,3H)-dione). RXN SMILES: O.[NH2:2][NH2:3].Cl[C:5]1[N:10]([CH2:11][CH:12]([CH3:14])[CH3:13])[C:9](=[O:15])[NH:8][C:7](=[O:16])[CH:6]=1>C(O)C>[NH:2]([C:5]1[N:10]([CH2:11][CH:12]([CH3:14])[CH3:13])[C:9](=[O:15])[NH:8][C:7](=[O:16])[CH:6]=1)[NH2:3] |f:0.1|. Reported procedure: Hydrazine hydrate (5.9 ml) was added to a solution of 6-chloro-1-isobutylpyrimidine-2,4(1H,3H)-dione synthesized according to procedure described in Heterocycles, 1990, 31(9), 1641-1646, (5.9 g) in ethanol (100 ml). The mixture was heated at reflux for 16 hours, cooled to room temperature and then evaporated under reduced pressure. The residue was crystallized from ethanol to give the subtitle compound (5.8 g). Reported procedure: A mixture of 4-bromomethyl-1-chloro-2-trifluoromethyl-benzene (3.94 g, 14.4 mmol) and sodium cyanide (1.06 g, 21.6 mmol) in dimethyl sulfoxide (12 mL) was heated at 50° C. for one hour. The reaction mixture was then poured on ice water and extracted four times with dichloromethane. The combined organic phases were washed with water, dried over magnesium sulfate, filtered and concentrated, leading to (4-chloro-3-trifluoromethyl-phenyl)-acetonitrile (3.19 g, 14.4 mmol) as a dark red oil. This crud... Solvent: CS(=O)C (dimethyl sulfoxide). Reactants: crude material, BrCC1=CC(=C(C=C1)Cl)C(F)(F)F (4-bromomethyl-1-chloro-2-trifluoromethyl-benzene), [C-]#N.[Na+] (sodium cyanide), ClC1=C(C=C(C=C1)CC#N)C(F)(F)F ((4-chloro-3-trifluoromethyl-phenyl)-acetonitrile). The product is Cl.ClC1=C(C=C(C=C1)CCN)C(F)(F)F (2-(4-chloro-3-trifluoromethyl-phenyl)-ethylamine hydrochloride). Run at temperature 50 celsius. As a reaction SMILES: BrCC1C=CC([Cl:9])=C(C(F)(F)F)C=1.[C-]#N.[Na+].[Cl:17][C:18]1[CH:23]=[CH:22][C:21]([CH2:24][C:25]#[N:26])=[CH:20][C:19]=1[C:27]([F:30])([F:29])[F:28]>CS(C)=O>[ClH:9].[Cl:17][C:18]1[CH:23]=[CH:22][C:21]([CH2:24][CH2:25][NH2:26])=[CH:20][C:19]=1[C:27]([F:28])([F:29])[F:30] |f:1.2,5.6|.